This data is from the Open Reaction Database (ORD), a public repository of structured organic reaction records. The task is: describe an organic reaction: reactants, conditions, products, and yield The reactants are Brc1cnc(I)nc1, COCCOC, CCCCCCCCOc1ccc(-c2ncc(Br)cn2)c(F)c1F, OB(O)c1ccc(C(F)(F)F)cc1, [Na+], [Na+], O=C([O-])[O-], c1ccc(P(c2ccccc2)(c2ccccc2)[Pd](P(c2ccccc2)(c2ccccc2)c2ccccc2)(P(c2ccccc2)(c2ccccc2)c2ccccc2)P(c2ccccc2)(c2ccccc2)c2ccccc2)cc1. Yields the product FC(F)(F)c1ccc(-c2ncc(Br)cn2)cc1. Reaction SMILES: [Br:1][c:2]1[cH:3][n:4][c:5]([I:8])[n:6][cH:7]1.[CH3:129][O:130][CH2:131][CH2:132][O:133][CH3:134].[F:28][c:29]1[c:30]([F:31])[c:32]([O:33][CH2:34][CH2:35][CH2:36][CH2:37][CH2:38][CH2:39][CH2:40][CH3:41])[cH:42][cH:43][c:44]1-[c:45]1[n:46][cH:47][c:48]([Br:49])[cH:50][n:51]1.[F:9][C:10]([c:11]1[cH:12][cH:13][c:14]([B:17]([OH:18])[OH:19])[cH:15][cH:16]1)([F:20])[F:21].[Na+:22].[Na+:23].[O-:24][C:25](=[O:26])[O-:27].[cH:52]1[cH:53][cH:54][c:55]([P:56]([Pd:57]([P:58]([c:59]2[cH:60][cH:61][cH:62][cH:63][cH:64]2)([c:65]2[cH:66][cH:67][cH:68][cH:69][cH:70]2)[c:71]2[cH:72][cH:73][cH:74][cH:75][cH:76]2)([P:77]([c:78]2[cH:79][cH:80][cH:81][cH:82][cH:83]2)([c:84]2[cH:85][cH:86][cH:87][cH:88][cH:89]2)[c:90]2[cH:91][cH:92][cH:93][cH:94][cH:95]2)[P:96]([c:97]2[cH:98][cH:99][cH:100][cH:101][cH:102]2)([c:103]2[cH:104][cH:105][cH:106][cH:107][cH:108]2)[c:109]2[cH:110][cH:111][cH:112][cH:113][cH:114]2)([c:115]2[cH:116][cH:117][cH:118][cH:119][cH:120]2)[c:121]2[cH:122][cH:123][cH:124][cH:125][cH:126]2)[cH:127][cH:128]1>>[Br:1][c:2]1[cH:3][n:4][c:5](-[c:14]2[cH:13][cH:12][c:11]([C:10]([F:9])([F:20])[F:21])[cH:16][cH:15]2)[n:6][cH:7]1. Starting materials: Cl (hydrochloric acid), 1, [OH-].[K+] (potassium hydroxide), CC=1OC(=NN1)C1=CC(=CC=C1)[N+](=O)[O-] (2-methyl-5-(3-nitrophenyl)-1,3,4-oxadiazole). Reagents/catalysts: [Fe] (Iron). Solvent: C(C)O (ethyl alcohol), C(C)O (ethyl alcohol). Reaction conditions: time 3 hour. The product is CC1=NN=C(O1)C=1C=C(C=CC1)N (3-(5-methyl-1,3,4-oxadiazol-2-yl) benzenamine). Yield: 75.9%. As a reaction SMILES: [CH3:1][C:2]1[O:3][C:4]([C:7]2[CH:12]=[CH:11][CH:10]=[C:9]([N+:13]([O-])=O)[CH:8]=2)=[N:5][N:6]=1.Cl.[OH-].[K+]>C(O)C.[Fe]>[CH3:1][C:2]1[O:3][C:4]([C:7]2[CH:8]=[C:9]([NH2:13])[CH:10]=[CH:11][CH:12]=2)=[N:5][N:6]=1 |f:2.3|. Procedure: Iron powder, 27.9 g (0.5 mol), is added to a mixture of 2-methyl-5-(3-nitrophenyl)-1,3,4-oxadiazole, (0.053 mol), in 1000 ml of ethyl alcohol with stirring. The mixture is heated to reflux and 1.73 ml of concentrated hydrochloric acid in 10 ml of ethyl alcohol is added dropwise. The mixture is reluxed three hours, 20 ml of 1 normal potassium hydroxide is added, the mixture filtered, and the filtrate evaporated. The residue is dissolved in dichloromethane, washed with water, and the methylene chl... Reactants: Cc1cnc(Br)cn1, CC(c1ccc(B2OC(C)(C)C(C)(C)O2)cc1)N1CCC(CC(C)(C)O)(c2ccccc2)OC1=O. Product: Cc1cnc(-c2ccc(C(C)N3CCC(CC(C)(C)O)(c4ccccc4)OC3=O)cc2)cn1. As a reaction SMILES: [Br:36][c:37]1[n:38][cH:39][c:40]([CH3:43])[n:41][cH:42]1.[OH:1][C:2]([CH2:3][C:4]1([c:28]2[cH:29][cH:30][cH:31][cH:32][cH:33]2)[CH2:5][CH2:6][N:7]([CH:11]([CH3:12])[c:13]2[cH:14][cH:15][c:16]([B:19]3[O:20][C:21]([CH3:22])([CH3:23])[C:24]([CH3:25])([CH3:26])[O:27]3)[cH:17][cH:18]2)[C:8](=[O:10])[O:9]1)([CH3:34])[CH3:35]>>[OH:1][C:2]([CH2:3][C:4]1([c:28]2[cH:29][cH:30][cH:31][cH:32][cH:33]2)[CH2:5][CH2:6][N:7]([CH:11]([CH3:12])[c:13]2[cH:14][cH:15][c:16](-[c:37]3[n:38][cH:39][c:40]([CH3:43])[n:41][cH:42]3)[cH:17][cH:18]2)[C:8](=[O:10])[O:9]1)([CH3:34])[CH3:35]. Reaction SMILES: [C:11]([CH3:12])(=[O:13])[NH:14][c:15]1[s:16][c:17]([Cl:20])[cH:18][n:19]1.[C:21](=[O:22])([O-:23])[O-:24].[CH3:27][N:28]([CH3:29])[CH:30]=[O:31].[F:1][c:2]1[c:3]([SH:9])[cH:4][cH:5][c:6]([F:8])[cH:7]1.[K+:25].[K+:26].[K:10]>>[F:1][c:2]1[c:3]([S:9][c:17]2[s:16][c:15]([NH:14][C:11]([CH3:12])=[O:13])[n:19][cH:18]2)[cH:4][cH:5][c:6]([F:8])[cH:7]1. Yields the product CC(=O)Nc1ncc(Sc2ccc(F)cc2F)s1. Reactants: CC(=O)Nc1ncc(Cl)s1, O=C([O-])[O-], CN(C)C=O, Fc1ccc(S)c(F)c1, [K+], [K+], [K]. Starting materials: C(C)(C)(C)OC(=O)N(C1=NN(C(C2=CC(=CC=C12)C(=O)O)=O)C(C)C)C1=NN(C(=C1)C)C(=O)OC(C)(C)C (1-[tert-Butoxycarbonyl-(1-tert-butoxycarbonyl-5-methyl-1H-pyrazol-3-yl)-amino]-3-isopropyl-4-oxo-3,4-dihydro-phthalazine-6-carboxylic acid), N1CCOCC1 (morpholine), F[B-](F)(F)F.N1(N=NC2=C1C=CC=C2)OC(=[N+](C)C)N(C)C (2-(1H-Benzotriazole-1-yl)-1,1,3,3-tetramethyluronium tetrafluoroborate), TEA, residue. Run in CN(C)C=O (DMF), C(=O)(C(F)(F)F)O.C(Cl)Cl (TFA DCM). Conditions: temperature 0 celsius, time 24 hour. The product is C(C)(C)N1C(C2=CC(=CC=C2C(=N1)NC1=NNC(=C1)C)C(=O)N1CCOCC1)=O (2-Isopropyl-4-(5-methyl-1H-pyrazol-3-ylamino)-7-(morpholine-4-carbonyl)-2H-phthalazin-1-one). RXN SMILES: C(OC([N:8]([C:26]1[CH:30]=[C:29]([CH3:31])[N:28](C(OC(C)(C)C)=O)[N:27]=1)[C:9]1[C:18]2[C:13](=[CH:14][C:15]([C:19](O)=[O:20])=[CH:16][CH:17]=2)[C:12](=[O:22])[N:11]([CH:23]([CH3:25])[CH3:24])[N:10]=1)=O)(C)(C)C.[NH:39]1[CH2:44][CH2:43][O:42][CH2:41][CH2:40]1.F[B-](F)(F)F.N1(OC(N(C)C)=[N+](C)C)C2C=CC=CC=2N=N1>CN(C=O)C.C(O)(C(F)(F)F)=O.C(Cl)Cl>[CH:23]([N:11]1[N:10]=[C:9]([NH:8][C:26]2[CH:30]=[C:29]([CH3:31])[NH:28][N:27]=2)[C:18]2[C:13](=[CH:14][C:15]([C:19]([N:39]3[CH2:44][CH2:43][O:42][CH2:41][CH2:40]3)=[O:20])=[CH:16][CH:17]=2)[C:12]1=[O:22])([CH3:25])[CH3:24] |f:2.3,5.6|. Procedure details: 1-[tert-Butoxycarbonyl-(1-tert-butoxycarbonyl-5-methyl-1H-pyrazol-3-yl)-amino]-3-isopropyl-4-oxo-3,4-dihydro-phthalazine-6-carboxylic acid (13 mg, 0.025 mmol) was dissolved in DMF (2 ml). To this was added morpholine (6.4 mg, 0.075 mmol) and the reaction mixture was cooled to 0° C., 2-(1H-Benzotriazole-1-yl)-1,1,3,3-tetramethyluronium tetrafluoroborate (TBTU) (15 mg, 0.03 mmol) and TEA (0.014 ml, 0.1 mmol) were added consecutively and the reaction mixture stirred at RT for 24 hours. After this t... The reactants are O=C([O-])[O-], COS(=O)(=O)OC, CCOC(C)=O, [K+], [K+], O, CCOC(=O)C(=NO)C(=O)CC. Product: CCOC(=O)C(=NOC)C(=O)CC. RXN SMILES: [C:13](=[O:14])([O-:15])[O-:16].[CH3:19][O:20][S:21]([O:22][CH3:23])(=[O:24])=[O:25].[CH3:26][CH2:27][O:28][C:29](=[O:30])[CH3:31].[K+:17].[K+:18].[OH2:32].[OH:1][N:2]=[C:3]([C:4](=[O:5])[O:6][CH2:7][CH3:8])[C:9]([CH2:10][CH3:11])=[O:12]>>[O:1]([N:2]=[C:3]([C:4](=[O:5])[O:6][CH2:7][CH3:8])[C:9]([CH2:10][CH3:11])=[O:12])[CH3:13].